This data is from the Open Reaction Database (ORD), a public repository of structured organic reaction records. The task is: describe an organic reaction: reactants, conditions, products, and yield Starting materials: C1(=CC=CC=C1)OC (anisole), COC1=CC=C(C=C1)CC(=O)Cl (4-methoxyphenylacetyl chloride). The product is COC1=CC=C(C=C1)C(CC1=CC=C(C=C1)OC)=O (1-(4-Methoxyphenyl)-2-(4-methoxyphenyl)ethanone). Reaction SMILES: [C:1]1([O:7][CH3:8])[CH:6]=[CH:5][CH:4]=[CH:3][CH:2]=1.[CH3:9][O:10][C:11]1[CH:16]=[CH:15][C:14]([CH2:17][C:18](Cl)=[O:19])=[CH:13][CH:12]=1>>[CH3:8][O:7][C:1]1[CH:6]=[CH:5][C:4]([C:18](=[O:19])[CH2:17][C:14]2[CH:15]=[CH:16][C:11]([O:10][CH3:9])=[CH:12][CH:13]=2)=[CH:3][CH:2]=1. Procedure details: 1-(4-Methoxyphenyl)-2-(4-methoxyphenyl)ethanone was prepared from anisole and 4-methoxyphenylacetyl chloride (prepared by heating the commercially available carboxylic acid in thionyl chloride and subsequent concentration) using the method described in step A of Example 9. After step A, the product was chromatographed on silica gel using 3:2 hexane/EtOAc as eluant. 1-(4-methoxyphenyl)-2-(4-methoxyphenyl)ethanone was converted to the title compound following the procedures described in steps C-E ... Starting materials: [Li]CCCC (BuLi), C1(=CC=CC=C1)C1=CC=CC2=C1SC1=C2C=CC=C1 (4-phenyldibenzothiophene), ~100, Cl (HCl), B(OC)(OC)OC (trimethyl borate). Run in CCCCCC (hexane), C1CCOC1 (THF). Reaction conditions: temperature -78 celsius, time 30 minute. Product: C1(=CC=CC=C1)C1=CC=CC2=C1SC1=C2C=CC=C1B(O)O (4-phenyldibenzothiophene-6-boronic acid). RXN SMILES: [C:1]1([C:7]2[C:12]3[S:13][C:14]4[CH:19]=[CH:18][CH:17]=[CH:16][C:15]=4[C:11]=3[CH:10]=[CH:9][CH:8]=2)[CH:6]=[CH:5][CH:4]=[CH:3][CH:2]=1.[Li]CCCC.[B:25](OC)([O:28]C)[O:26]C.Cl>C1COCC1.CCCCCC>[C:1]1([C:7]2[C:12]3[S:13][C:14]4[C:19]([B:25]([OH:28])[OH:26])=[CH:18][CH:17]=[CH:16][C:15]=4[C:11]=3[CH:10]=[CH:9][CH:8]=2)[CH:2]=[CH:3][CH:4]=[CH:5][CH:6]=1. Reported procedure: 3.5 g (13.4 mmol) 4-phenyldibenzothiophene was dissolved in ˜30 mL anhydrous THF in a three necked 250 mL flask and cooled down to −78° C. To the mixture, 17 mL (27 mmol) 1.6 M BuLi in hexane was added and stirred for 30 minutes. The cooling batch was removed and let reaction kept stirring for overnight. The reaction mixture was cooled down again to −78° C. and 4.5 mL (40 mmol) trimethyl borate was added and stirred at room temperature for 4 hours. ˜100 1 M HCl was added and kept stirring for 1 ... Starting materials: CC(C)(C)[Si](C)(C)Cl, CCOC(C)=O, CCCCCC, CN(C)C=O, O, O=C(OCCCl)c1cccc(O)c1, c1c[nH]cn1. The product is CC(C)(C)[Si](C)(C)Oc1cccc(C(=O)OCCCl)c1. As a reaction SMILES: [C:14]([CH3:15])([CH3:16])([CH3:17])[Si:18]([CH3:19])([CH3:20])[Cl:21].[C:33]([O:34][CH2:35][CH3:36])(=[O:37])[CH3:38].[CH3:27][CH2:28][CH2:29][CH2:30][CH2:31][CH3:32].[O:39]=[CH:40][N:41]([CH3:42])[CH3:43].[OH2:44].[OH:1][c:2]1[cH:3][c:4]([C:5](=[O:6])[O:7][CH2:8][CH2:9][Cl:10])[cH:11][cH:12][cH:13]1.[nH:22]1[cH:23][cH:24][n:25][cH:26]1>>[O:1]([c:2]1[cH:3][c:4]([C:5](=[O:6])[O:7][CH2:8][CH2:9][Cl:10])[cH:11][cH:12][cH:13]1)[Si:18]([C:14]([CH3:15])([CH3:16])[CH3:17])([CH3:19])[CH3:20]. Reactants: C(#N)\C(\C1=CC=CC=C1)=N/OCC1=CC=CC(=N1)NC(OC(C)(C)C)=O (tert-butyl {6-[({[(Z)-cyano(phenyl)methylene]amino}oxy)methyl]pyridin-2-yl}carbamate), C(=O)(C(F)(F)F)O (TFA). Solvent: C(Cl)Cl (DCM). Product: NC1=CC=CC(=N1)CO\N=C(/C#N)\C1=CC=CC=C1 ((2Z)-{[(6-aminopyridin-2-yl)methoxy]imino}(phenyl)acetonitrile). Yield: 99.9%. Reaction SMILES: [C:1](/[C:3](=[N:10]\[O:11][CH2:12][C:13]1[N:18]=[C:17]([NH:19]C(=O)OC(C)(C)C)[CH:16]=[CH:15][CH:14]=1)/[C:4]1[CH:9]=[CH:8][CH:7]=[CH:6][CH:5]=1)#[N:2].C(O)(C(F)(F)F)=O>C(Cl)Cl>[NH2:19][C:17]1[N:18]=[C:13]([CH2:12][O:11]/[N:10]=[C:3](/[C:4]2[CH:9]=[CH:8][CH:7]=[CH:6][CH:5]=2)\[C:1]#[N:2])[CH:14]=[CH:15][CH:16]=1. Reported procedure: To a solution of tert-butyl {6-[({[(Z)-cyano(phenyl)methylene]amino}oxy)methyl]pyridin-2-yl}carbamate (5.4 g, 15.32 mmol, 1 eq.) in DCM (200 ml) was added TFA (17.47 g, 153 mmol, 10 eq.). The solution was refluxed for 12 h. The reaction was quenched by addition of aq. sat. NaHCO3 and extracted with EtOAc (3×50 ml). The organics were combined, dried over MgSO4 and concentrated to give (2Z)-{[(6-aminopyridin-2-yl)methoxy]imino}(phenyl)acetonitrile (3.86g, 89% yield). Starting materials: O (water), crude product, COC1=C(C=C(C(=N1)[N+](=O)[O-])NC(C)=O)C (N-(6-methoxy-5-methyl-2-nitro-3-pyridinyl) acetamide), [OH-].[Na+] (sodium hydroxide). The solvent is CO (methanol). Run at time 15 minute. The product is COC1=C(C=C(C(=N1)[N+](=O)[O-])N)C (6-Methoxy-5-methyl-2-nitro-3-pyridinamine). Reaction SMILES: [CH3:1][O:2][C:3]1[N:8]=[C:7]([N+:9]([O-:11])=[O:10])[C:6]([NH:12]C(=O)C)=[CH:5][C:4]=1[CH3:16].[OH-].[Na+].O>CO>[CH3:1][O:2][C:3]1[N:8]=[C:7]([N+:9]([O-:11])=[O:10])[C:6]([NH2:12])=[CH:5][C:4]=1[CH3:16] |f:1.2|. Reported procedure: The crude product (1.93 g) of N-(6-methoxy-5-methyl-2-nitro-3-pyridinyl) acetamide was dissolved in methanol (36 ml), 5N sodium hydroxide solution (6 ml) was added, and the reaction mixture was stirred for 15 minutes at room temperature. After water was added to the reaction solution, it was extracted with ethyl acetate and dried over magnesium sulfate, and the solvent was evaporated, thereby yielding the title compound (1.06 g, 5.79 mmol) as a yellow solid. The reactants are Cl, [H-], CCCCI, [Na+], CN(C)C=O, O, O=C(O)c1c[nH]c2ccccc12. The product is CCCCn1cc(C(=O)O)c2ccccc21. Reaction SMILES: [ClH:20].[H-:1].[I:15][CH2:16][CH2:17][CH2:18][CH3:19].[Na+:2].[O:21]=[CH:22][N:23]([CH3:24])[CH3:25].[OH2:26].[nH:3]1[cH:4][c:5]([C:12](=[O:13])[OH:14])[c:6]2[cH:7][cH:8][cH:9][cH:10][c:11]12>>[n:3]1([CH2:16][CH2:17][CH2:18][CH3:19])[cH:4][c:5]([C:12](=[O:13])[OH:14])[c:6]2[cH:7][cH:8][cH:9][cH:10][c:11]12. Reaction conditions: temperature 140 celsius, time 4 hour. Reactants: CC(C)([O-])C.[K+] (Potassium tertiary butoxide), BrC=1C=NC2=CC=CC=C2C1NCC(C)O (3-bromo-N-(2-hydroxypropyl)-4-quinolinamine), O (water). Run in CN(C)C=O (DMF). Procedure: Potassium tertiary butoxide (5 g) was added to a solution of 3-bromo-N-(2-hydroxypropyl)-4-quinolinamine (9 g) in 30 ml of DMF and the mixture stirred at 140° C. for 4 hours. The mixture was cooled to room temperature and poured into 200 ml of water. The product was extracted with dichloromethane and purified by HPLC (solvent: DCM:MeOH=10:1). Reaction SMILES: CC(C)([O-])C.[K+].Br[C:8]1[CH:9]=[N:10][C:11]2[C:16]([C:17]=1[NH:18][CH2:19][CH:20]([OH:22])[CH3:21])=[CH:15][CH:14]=[CH:13][CH:12]=2.O>CN(C=O)C>[CH3:21][CH:20]1[O:22][C:8]2[CH:9]=[N:10][C:11]3[CH:12]=[CH:13][CH:14]=[CH:15][C:16]=3[C:17]=2[NH:18][CH2:19]1 |f:0.1|. Yields the product CC1CNC2=C(C=NC=3C=CC=CC23)O1 (1,2-Dihydro-3-methyl-3H-1,4-oxazino[2,3-c]quinoline). Yields the product CCCCCCCCCCCCCC=C1C(=O)OCC1(CO)COC(C)=O. The reactants are ClB(Cl)Cl, CCCCCCCCCCCCCC=C1C(=O)OCC1(COCc1ccccc1)COC(C)=O, ClCCl. RXN SMILES: [B:35]([Cl:36])([Cl:37])[Cl:38].[C:1]([CH3:2])(=[O:3])[O:4][CH2:5][C:6]1([CH2:26][O:27][CH2:28][c:29]2[cH:30][cH:31][cH:32][cH:33][cH:34]2)[C:7](=[CH:12][CH2:13][CH2:14][CH2:15][CH2:16][CH2:17][CH2:18][CH2:19][CH2:20][CH2:21][CH2:22][CH2:23][CH2:24][CH3:25])[C:8](=[O:11])[O:9][CH2:10]1.[Cl:39][CH2:40][Cl:41]>>[C:1]([CH3:2])(=[O:3])[O:4][CH2:5][C:6]1([CH2:26][OH:27])[C:7](=[CH:12][CH2:13][CH2:14][CH2:15][CH2:16][CH2:17][CH2:18][CH2:19][CH2:20][CH2:21][CH2:22][CH2:23][CH2:24][CH3:25])[C:8](=[O:11])[O:9][CH2:10]1. Starting materials: [H-].[Al+3].[Li+].[H-].[H-].[H-] (Lithium aluminum hydride), C(C1=CC=CC=C1)NC(CCCC1=CNC2=CC=CC=C12)=O (N-benzyl-3-indolebutanamide), C(C1=CC=CC=C1)NCCCCC1=CNC2=CC=CC=C12 (N-Benzyl-4-(3-indolyl)-butanamine), [OH-].[Na+] (sodium hydroxide). RXN SMILES: [CH2:1]([NH:8][CH2:9][CH2:10][CH2:11][CH2:12][C:13]1[C:21]2[C:16](=[CH:17][CH:18]=[CH:19][CH:20]=2)[NH:15][CH:14]=1)C1C=CC=CC=1.[H-].[Al+3].[Li+].[H-].[H-].[H-].C(NC(=[O:49])CCCC1C2C(=CC=CC=2)NC=1)C1C=CC=CC=1.[OH-].[Na+]>C1COCC1>[NH:8]1[CH2:9][CH2:10][CH2:11][CH2:12][C:13]2([C:21]3[C:16](=[CH:17][CH:18]=[CH:19][CH:20]=3)[NH:15][C:14]2=[O:49])[CH2:1]1 |f:1.2.3.4.5.6,8.9|. Yields the product N1CC2(CCCC1)C(NC1=CC=CC=C12)=O (Spiro[indoline-3,3′-perhydroazepin]-2-one). Solvent: C1CCOC1 (THF). Procedure details: N-Benzyl-4-(3-indolyl)-butanamine. Lithium aluminum hydride (4.8 g) was added to a solution of N-benzyl-3-indolebutanamide (18.73 g) in dry THF (200 mL) at nitrogen atmosphere and at 0° C. After stirring at reflux for 15 h and work-up with sodium hydroxide the title compound was obtained as pale yellow crystals (16.4 g).